This data is from the Open Reaction Database (ORD), a public repository of structured organic reaction records. The task is: describe an organic reaction: reactants, conditions, products, and yield Starting materials: CC(=O)C (acetone), COC([C@H](CCC(=O)N1C[C@H](C2(CC2)CC1)O)N1C([C@@H](N(CC1)C(NC1=CC(=C(C=C1)C(F)(F)F)Cl)=O)C)=O)=O ((S)-2-[(S)-4-(3-Chloro-4-trifluoromethyl-phenylcarbamoyl)-3-methyl-2-oxo-piperazin-1-yl]-5-((S)-4-hydroxy-6-aza-spiro[2.5]oct-6-yl)-5-oxo-pentanoic acid methyl ester), [Li+].[BH4-] (LiBH4), CO (MeOH). Solvent: C1CCOC1 (THF), C1CCOC1 (THF). Conditions: time 1.5 hour. Product: ClC=1C=C(C=CC1C(F)(F)F)NC(=O)N1[C@H](C(N(CC1)[C@@H](CCC(=O)N1C[C@H](C2(CC2)CC1)O)CO)=O)C ((S)-4-[(S)-4-((S)-4-Hydroxy-6-aza-spiro[2.5]oct-6-yl)-1-hydroxymethyl-4-oxo-butyl]-2-methyl-3-oxo-piperazine-1-carboxylic acid (3-chloro-4-trifluoromethyl-phenyl)-amide). RXN SMILES: C[O:2][C:3](=O)[C@@H:4]([N:18]1[CH2:23][CH2:22][N:21]([C:24](=[O:37])[NH:25][C:26]2[CH:31]=[CH:30][C:29]([C:32]([F:35])([F:34])[F:33])=[C:28]([Cl:36])[CH:27]=2)[C@@H:20]([CH3:38])[C:19]1=[O:39])[CH2:5][CH2:6][C:7]([N:9]1[CH2:16][CH2:15][C:12]2([CH2:14][CH2:13]2)[C@H:11]([OH:17])[CH2:10]1)=[O:8].[Li+].[BH4-].CO.CC(C)=O>C1COCC1>[Cl:36][C:28]1[CH:27]=[C:26]([NH:25][C:24]([N:21]2[CH2:22][CH2:23][N:18]([C@H:4]([CH2:3][OH:2])[CH2:5][CH2:6][C:7]([N:9]3[CH2:16][CH2:15][C:12]4([CH2:13][CH2:14]4)[C@H:11]([OH:17])[CH2:10]3)=[O:8])[C:19](=[O:39])[C@@H:20]2[CH3:38])=[O:37])[CH:31]=[CH:30][C:29]=1[C:32]([F:33])([F:34])[F:35] |f:1.2|. Procedure: A cooled (−20° C.) solution of 0.29 g (0.50 mmol) of (S)-2-[(S)-4-(3-Chloro-4-trifluoromethyl-phenylcarbamoyl)-3-methyl-2-oxo-piperazin-1-yl]-5-((S)-4-hydroxy-6-aza-spiro[2.5]oct-6-yl)-5-oxo-pentanoic acid methyl ester in 1.5 ml of THF was treated with 0.25 ml (0.50 mmol) of LiBH4 (2 M in THF) and 0.04 ml (1.00 mmol) of MeOH in 0.3 ml of THF. The reaction was warmed to +15° C. (during 3 h) and stirred for 1.5 h at RT, cooled to 0° C. and stopped with 0.17 ml (2.28 mmol) of acetone. The reaction ... The reactants are [N+](=O)([O-])C1=CC=C(C=C1)S(=O)(=O)Cl (p-nitrobenzenesulphonyl chloride), O (water), OC=1C(=O)O[C@@H](C1C(=O)OC)C ((R)-2-hydroxy-3-methoxycarbonyl-2-penten-4-olide), CN1CCOCC1 (N-methylmorpholine). Run in C1(=CC=CC=C1)C (toluene), C1(=CC=CC=C1)C (toluene). Conditions: temperature 5 celsius, time 30 minute. The product is [N+](=O)([O-])C1=CC=C(C=C1)S(=O)(=O)OC=1C(=O)O[C@@H](C1C(=O)OC)C ((R)-2-(4-nitrobenzenesulphonyloxy)-3-methoxycarbonyl -2penten-4-olide). Reaction SMILES: [OH:1][C:2]1[C:3]([O:5][C@H:6]([CH3:12])[C:7]=1[C:8]([O:10][CH3:11])=[O:9])=[O:4].[N+:13]([C:16]1[CH:21]=[CH:20][C:19]([S:22](Cl)(=[O:24])=[O:23])=[CH:18][CH:17]=1)([O-:15])=[O:14].CN1CCOCC1.O>C1(C)C=CC=CC=1>[N+:13]([C:16]1[CH:17]=[CH:18][C:19]([S:22]([O:1][C:2]2[C:3]([O:5][C@H:6]([CH3:12])[C:7]=2[C:8]([O:10][CH3:11])=[O:9])=[O:4])(=[O:24])=[O:23])=[CH:20][CH:21]=1)([O-:15])=[O:14]. Procedure: 34.44 g of (R)-2-hydroxy-3-methoxycarbonyl-2-penten-4-olide are dissolved in 170 ml of toluene at 40° C., 49.4 g of p-nitrobenzenesulphonyl chloride in 160 ml of toluene are added and the whole is cooled to 5° C. Within a period of 30 minutes, 20.3 g of N-methylmorpholine are metered in at from 0 ° to 5° C. 350 ml of water are added, the toluene product phase is removed, and the aqueous phase is re-extracted twice with 100 ml of toluene. The toluene phases are washed with sodium chloride solutio... Reactants: C(C)(C)(C)OC(NC1(CCC1)C1=CC=C(C=C1)C1=NC=2N(C=C1C1=CC=CC=C1)C(=CN2)Br)=O ({1-[4-(3-Bromo-6-phenyl-imidazo[1,2-a]pyrimidin-7-yl)-phenyl]-cyclobutyl}-carbamic Acid Tert-butyl Ester), C1(=CC=CC=C1)B(O)O (phenyl boronic acid), CO3, O1CCOCC1 (dioxane). Reagents/catalysts: C1=CC=C(C=C1)P(C2=CC=CC=C2)[C]3[CH][CH][CH][CH]3.C1=CC=C(C=C1)P(C2=CC=CC=C2)[C]3[CH][CH][CH][CH]3.Cl[Pd]Cl.[Fe] (Pd(DPPF)Cl2). Run in C(Cl)Cl (DCM). Run at temperature 100 celsius. Yields the product C(C)(C)(C)OC(NC1(CCC1)C1=CC=C(C=C1)C1=NC=2N(C=C1C1=CC=CC=C1)C(=CN2)C2=C(C=CC=C2)OC)=O ((1-{4-[3-(2-Methoxy-phenyl)-6-phenyl-imidazo[1,2-a]pyrimidin-7-yl]-phenyl}-cyclobutyl)-carbamic Acid Tert-butyl Ester). As a reaction SMILES: [C:1]([O:5][C:6](=[O:34])[NH:7][C:8]1([C:12]2[CH:17]=[CH:16][C:15]([C:18]3[C:23]([C:24]4[CH:29]=[CH:28][CH:27]=[CH:26][CH:25]=4)=[CH:22][N:21]4[C:30](Br)=[CH:31][N:32]=[C:20]4[N:19]=3)=[CH:14][CH:13]=2)[CH2:11][CH2:10][CH2:9]1)([CH3:4])([CH3:3])[CH3:2].[C:35]1(B(O)O)[CH:40]=[CH:39][CH:38]=[CH:37][CH:36]=1.[O:44]1CCOC[CH2:45]1>C(Cl)Cl.C1C=CC(P([C]2[CH][CH][CH][CH]2)C2C=CC=CC=2)=CC=1.C1C=CC(P([C]2[CH][CH][CH][CH]2)C2C=CC=CC=2)=CC=1.Cl[Pd]Cl.[Fe]>[C:1]([O:5][C:6](=[O:34])[NH:7][C:8]1([C:12]2[CH:17]=[CH:16][C:15]([C:18]3[C:23]([C:24]4[CH:29]=[CH:28][CH:27]=[CH:26][CH:25]=4)=[CH:22][N:21]4[C:30]([C:36]5[CH:37]=[CH:38][CH:39]=[CH:40][C:35]=5[O:44][CH3:45])=[CH:31][N:32]=[C:20]4[N:19]=3)=[CH:14][CH:13]=2)[CH2:11][CH2:10][CH2:9]1)([CH3:4])([CH3:3])[CH3:2] |f:4.5.6.7,^1:57,58,59,60,61,75,76,77,78,79|. Procedure: A mixture of compound 4-3 (52 mg 0.1 mmol), 2-methoxy]phenyl boronic acid (30 mg, 0.15 mmol), aq.Na2 CO3 (2M, 0.25 mmol, 0.12 mL) and Pd(DPPF)Cl2 (10 mg) in dioxane (3 mL) was heated at 100° C. in microwave system under N2 atmosphere for 30 min. After cooling, the mixture was diluted with 15 mL of DCM, the combined organic phase was washed with 0.1N HCl aq and brine, dried over anhydrous Na2SO4 and concentrated. The residue was purified by prep.TLC to give 36 mg of 4-7. The reactants are C(C1=CC=CC=C1)OC=1C=C(CO)C=CC1 (3-benzyloxybenzyl alcohol), K-t-BuO, ClC1=NC(=CN=C1)Cl (2,6-dichloropyrazine). Yields the product C(C1=CC=CC=C1)OC=1C=C(COC2=NC(=CN=C2)Cl)C=CC1 (2-{[3-(Benzyloxy)benzyl]oxy}-6-chloropyrazine). As a reaction SMILES: [CH2:1]([O:8][C:9]1[CH:10]=[C:11]([CH:14]=[CH:15][CH:16]=1)[CH2:12][OH:13])[C:2]1[CH:7]=[CH:6][CH:5]=[CH:4][CH:3]=1.[Cl:17][C:18]1[CH:23]=[N:22][CH:21]=[C:20](Cl)[N:19]=1>>[CH2:1]([O:8][C:9]1[CH:10]=[C:11]([CH:14]=[CH:15][CH:16]=1)[CH2:12][O:13][C:20]1[CH:21]=[N:22][CH:23]=[C:18]([Cl:17])[N:19]=1)[C:2]1[CH:3]=[CH:4][CH:5]=[CH:6][CH:7]=1. Procedure details: The title compound was prepared according to the procedure of example 50, step 1, starting from 3-benzyloxybenzyl alcohol (3.46 g, 16.2 mmol), K-t-BuO (1.69 g, 15.1 mmol) and 2,6-dichloropyrazine (1.97 g, 13.2 mmol). The yield of the title compound was 2.64 g (61%) and was obtained as a semisolid. Anal. (C18H15ClN2O2) C, H, N. Reactants: CC(=CCBr)CCCC(C)CCCC(C)C, CC(=O)O, [Zn]. Product: C=CC(C)CCCC(C)CCCC(C)C. RXN SMILES: [Br:1][CH2:2][CH:3]=[C:4]([CH2:5][CH2:6][CH2:7][CH:8]([CH2:9][CH2:10][CH2:11][CH:12]([CH3:13])[CH3:14])[CH3:15])[CH3:16].[CH3:17][C:18](=[O:19])[OH:20].[Zn:21]>>[CH2:2]=[CH:3][CH:4]([CH2:5][CH2:6][CH2:7][CH:8]([CH2:9][CH2:10][CH2:11][CH:12]([CH3:13])[CH3:14])[CH3:15])[CH3:16]. Reactants: COC(=O)Cl, ClCCl, Cc1ccc2c(c1)c(-c1ccc(F)cc1)cn2C1CCNCC1, [K+], [K+], O=C([O-])[O-]. Yields the product COC(=O)N1CCC(n2cc(-c3ccc(F)cc3)c3cc(C)ccc32)CC1. As a reaction SMILES: [Cl:30][C:31](=[O:32])[O:33][CH3:34].[Cl:35][CH2:36][Cl:37].[F:1][c:2]1[cH:3][cH:4][c:5](-[c:8]2[cH:9][n:10]([CH:18]3[CH2:19][CH2:20][NH:21][CH2:22][CH2:23]3)[c:11]3[cH:12][cH:13][c:14]([CH3:17])[cH:15][c:16]23)[cH:6][cH:7]1.[K+:24].[K+:25].[O-:26][C:27]([O-:28])=[O:29]>>[F:1][c:2]1[cH:3][cH:4][c:5](-[c:8]2[cH:9][n:10]([CH:18]3[CH2:19][CH2:20][N:21]([C:31](=[O:32])[O:33][CH3:34])[CH2:22][CH2:23]3)[c:11]3[cH:12][cH:13][c:14]([CH3:17])[cH:15][c:16]23)[cH:6][cH:7]1. The reactants are C(C1=CC=CC=C1)OC(C1=C(C=CC=C1F)OCC1=CC=CC=C1)=O (2-benzyloxy-6-fluorobenzoic acid benzyl ester), [OH-].[Na+] (NaOH), [OH-].[Na+] (NaOH). Run in CO (methanol). Reaction conditions: temperature 50 celsius, time 24 hour. Product: C(C1=CC=CC=C1)OC1=C(C(=O)O)C(=CC=C1)F (2-Benzyloxy-6-fluorobenzoic acid). Reaction SMILES: C([O:8][C:9](=[O:25])[C:10]1[C:15]([F:16])=[CH:14][CH:13]=[CH:12][C:11]=1[O:17][CH2:18][C:19]1[CH:24]=[CH:23][CH:22]=[CH:21][CH:20]=1)C1C=CC=CC=1.[OH-].[Na+]>CO>[CH2:18]([O:17][C:11]1[CH:12]=[CH:13][CH:14]=[C:15]([F:16])[C:10]=1[C:9]([OH:25])=[O:8])[C:19]1[CH:20]=[CH:21][CH:22]=[CH:23][CH:24]=1 |f:1.2|. Procedure details: To a solution of 7.3 g (21.7 mmol) of 2-benzyloxy-6-fluorobenzoic acid benzyl ester in 75 mL of methanol is added 20 mL of 1.0N NaOH. The mixture is stirred at 50° C. for 24 h. Another 10 mL of 1.0N NaOH is added and the mixture is stirred at RT for 18 h. The solvent is removed under reduced pressure and water is added to the residue. The solution is washed with MTBE and the aqueous phase is acidified with 1N HCl. The mixture is extracted with ethyl acetate (2×) and the organic solution is dried...